From a dataset of the Open Reaction Database (ORD), a public repository of structured organic reaction records. describe an organic reaction: reactants, conditions, products, and yield Starting materials: CC(C)=O, O=Cc1cc(Cl)ccc1F, [Na+], [OH-], O. Yields the product CC(=O)C=Cc1cc(Cl)ccc1F. Reaction SMILES: [CH3:14][C:15]([CH3:16])=[O:17].[Cl:4][c:5]1[cH:6][cH:7][c:8]([F:13])[c:9]([CH:10]=[O:11])[cH:12]1.[Na+:2].[OH-:1].[OH2:3]>>[Cl:4][c:5]1[cH:6][cH:7][c:8]([F:13])[c:9]([CH:10]=[CH:14][C:15]([CH3:16])=[O:17])[cH:12]1. The reactants are CCC(=O)n1c(=O)oc2ccccc21, O=Cc1ccccc1. Product: CC(C(=O)n1c(=O)oc2ccccc21)C(O)c1ccccc1. Reaction SMILES: [C:1]([CH2:2][CH3:3])(=[O:4])[n:5]1[c:6](=[O:14])[o:7][c:8]2[c:9]1[cH:10][cH:11][cH:12][cH:13]2.[CH:15](=[O:16])[c:17]1[cH:18][cH:19][cH:20][cH:21][cH:22]1>>[C:1]([CH:2]([CH3:3])[CH:15]([OH:16])[c:17]1[cH:18][cH:19][cH:20][cH:21][cH:22]1)(=[O:4])[n:5]1[c:6](=[O:14])[o:7][c:8]2[c:9]1[cH:10][cH:11][cH:12][cH:13]2. Starting materials: C1CC2=CC=CC=C2C(=O)C3=CC=CC=C31 (Dibenzosuberone), C(C)OC=C[Li] (1-ethoxy-2-lithio ethylene). Run in C1CCOC1 (THF). Yields the product C1=CC=CC2=C1C1=C(C=CC2=CC=O)C=CCC1 ((10H,11H-Dibenzo[a,c]cyclohepten-5-ylidene)acetaldehyde). As a reaction SMILES: [CH2:1]1[C:16]2[C:11](=[CH:12][CH:13]=[CH:14][CH:15]=2)[C:9](=O)[C:8]2[C:3](=[CH:4][CH:5]=[CH:6][CH:7]=2)[CH2:2]1.[CH2:17]([O:19]C=C[Li])[CH3:18]>C1COCC1>[CH:4]1[C:3]2[C:2]3[CH2:1][CH2:16][CH:15]=[CH:14][C:13]=3[CH:12]=[CH:11][C:9](=[CH:18][CH:17]=[O:19])[C:8]=2[CH:7]=[CH:6][CH:5]=1. Procedure details: Dibenzosuberone (5.3 g, 0.026 mol) was reacted with 1-ethoxy-2-lithio ethylene in anhydrous THF in the manner of Preparation 1 to yield present title product as a yellow oily solid, 2.86 g (48% ). Reactants: OC1=CC=C(N)C=C1 (4-hydroxyaniline), ferric chloride, C(=C)C(=O)C (methyl vinyl ketone). Reagents/catalysts: [Cl-].[Zn+2].[Cl-] (zinc chloride). Solvent: C(C)(=O)O (acetic acid). Run at temperature 70 celsius, time 5 minute. Yields the product OC=1C=C2C(=CC=NC2=CC1)C (6-Hydroxy-4-Methylquinoline). The yield is 65.0%. Reaction SMILES: [OH:1][C:2]1[CH:8]=[CH:7][C:5]([NH2:6])=[CH:4][CH:3]=1.[CH:9]([C:11]([CH3:13])=O)=[CH2:10]>C(O)(=O)C.[Cl-].[Zn+2].[Cl-]>[OH:1][C:2]1[CH:8]=[C:7]2[C:5](=[CH:4][CH:3]=1)[N:6]=[CH:10][CH:9]=[C:11]2[CH3:13] |f:3.4.5|. Procedure: To a stirred solution of 4-hydroxyaniline (1 g. 9.1 mmol.) in acetic acid (10 ml), activated silferc (1.46 g. ferric chloride 9.1 mmol) was added under nitrogen atmosphere. The reaction mixture was stirred for 5 minutes and methyl vinyl ketone (MVK) (0.70 g, 10.1 mmol) was added slowly over a period of 15 minutes. The reaction mixture was heated to 70° C. and maintained between 70-75° C. for one hour. Anhydrous zinc chloride (1.24 g. 9.1 mmol) was added and the reaction was further refluxed for ... Procedure: (S)-[1-(4-Hydroxy-benzyl)-2-(4-hydroxy-piperidin-1-yl)-2-oxo-ethyl]-carbamic acid tert-butyl ester (450 mg, 1.2 mmol) was dissolved in 4M HCl-dioxane (2 mL) at 0° C. The mixture was stirred at 25° C. for 1 hour, concentrated and the residue triturated with ether. Yield, 400 mg, 107%; MS 265 (MH+, 100%). Conditions: temperature 25 celsius, time 1 hour. The product is Cl.N[C@H](C(=O)N1CCC(CC1)O)CC1=CC=C(C=C1)O ((S)-2-Amino-3-(4-hydroxy-phenyl)1-(4-hydroxy-piperidin-1-yl)-propan-1-one hydrochloride). Reaction SMILES: C(OC(=O)[NH:7][C@@H:8]([CH2:18][C:19]1[CH:24]=[CH:23][C:22]([OH:25])=[CH:21][CH:20]=1)[C:9]([N:11]1[CH2:16][CH2:15][CH:14]([OH:17])[CH2:13][CH2:12]1)=[O:10])(C)(C)C.[ClH:27].O1CCOCC1>>[ClH:27].[NH2:7][C@@H:8]([CH2:18][C:19]1[CH:20]=[CH:21][C:22]([OH:25])=[CH:23][CH:24]=1)[C:9]([N:11]1[CH2:12][CH2:13][CH:14]([OH:17])[CH2:15][CH2:16]1)=[O:10] |f:1.2,3.4|. The reactants are C(C)(C)(C)OC(N[C@H](C(=O)N1CCC(CC1)O)CC1=CC=C(C=C1)O)=O ((S)-[1-(4-Hydroxy-benzyl)-2-(4-hydroxy-piperidin-1-yl)-2-oxo-ethyl]-carbamic acid tert-butyl ester), Cl.O1CCOCC1 (HCl dioxane). Isolated yield 83.3%. Product: Cl.NCCOC(CO)CO (2-(2-aminoethoxyl)propane-1,3-diol hydrochloride). Procedure details: Charged a solution of N,N-dibenzyl-2-(1,3-bis(benzyloxy)propan-2-yloxy)ethanamine (2000 g, 4.0 mol, 1.0 eq) in EtOH (10000 mL, 5.0 v), Pd/C (10%, 400 g, 20% wt) and acetic acid (970 g, 16.2 mol, 4.0 eq) to a 20 L pressure reactor. The resulting mixture was stirred for 10 hours at 80° C. under hydrogen (20 atm). The reaction progress was monitored with NMR. The reaction mixture was cooled to 20˜30° C. and filtered. HCl (36%, 500 ml, 6.0 mol, 1.5 eq) was added to the filtrate, stirred for 10 minut... Run at temperature 80 celsius, time 10 hour. The solvent is CCO (EtOH). Reactants: C(C1=CC=CC=C1)N(CCOC(COCC1=CC=CC=C1)COCC1=CC=CC=C1)CC1=CC=CC=C1 (N,N-dibenzyl-2-(1,3-bis(benzyloxy)propan-2-yloxy)ethanamine), C(C)(=O)O (acetic acid), Cl (HCl). The reagents and catalysts are [Pd] (Pd/C). As a reaction SMILES: C([N:8](CC1C=CC=CC=1)[CH2:9][CH2:10][O:11][CH:12]([CH2:22][O:23]CC1C=CC=CC=1)[CH2:13][O:14]CC1C=CC=CC=1)C1C=CC=CC=1.C(O)(=O)C.[ClH:42]>CCO.[Pd]>[ClH:42].[NH2:8][CH2:9][CH2:10][O:11][CH:12]([CH2:22][OH:23])[CH2:13][OH:14] |f:5.6|. The reactants are Cn1nc(C(C)(C)C)cc1Nc1cccnc1C#N, CO, [K+], [OH-]. Product: Cn1nc(C(C)(C)C)cc1Nc1cccnc1C(N)=O. Reaction SMILES: [C:1]([CH3:2])([CH3:3])([CH3:4])[c:5]1[n:6][n:7]([CH3:19])[c:8]([NH:10][c:11]2[c:12]([C:17]#[N:18])[n:13][cH:14][cH:15][cH:16]2)[cH:9]1.[CH3:22][OH:23].[K+:21].[OH-:20]>>[C:1]([CH3:2])([CH3:3])([CH3:4])[c:5]1[n:6][n:7]([CH3:19])[c:8]([NH:10][c:11]2[c:12]([C:17]([NH2:18])=[O:20])[n:13][cH:14][cH:15][cH:16]2)[cH:9]1.